This data is from the Open Reaction Database (ORD), a public repository of structured organic reaction records. The task is: describe an organic reaction: reactants, conditions, products, and yield The reactants are C(O)([O-])=O.[Na+] (sodium hydrogen carbonate), FC(C=1C=C(C=CC1)B(O)O)(F)F (3-trifluoromethylbenzeneboronic acid), IC1=CC=C(C=C1)O (4-iodophenol). The reagents and catalysts are [Pd].C1(=CC=CC=C1)P(C1=CC=CC=C1)C1=CC=CC=C1.C1(=CC=CC=C1)P(C1=CC=CC=C1)C1=CC=CC=C1.C1(=CC=CC=C1)P(C1=CC=CC=C1)C1=CC=CC=C1.C1(=CC=CC=C1)P(C1=CC=CC=C1)C1=CC=CC=C1 (tetrakis(triphenylphosphine) palladium (0)). Solvent: O1CCOCC1 (1,4-dioxane), aqueous solution, Cl (HCl). Reaction conditions: temperature 100 celsius. The product is FC(C=1C=C(C=CC1)C1=CC=C(C=C1)O)(F)F (3′-(trifluoromethyl)biphenyl-4-ol). Yield: 30.4%. RXN SMILES: C(=O)([O-])O.[Na+].[F:6][C:7]([F:18])([F:17])[C:8]1[CH:9]=[C:10](B(O)O)[CH:11]=[CH:12][CH:13]=1.I[C:20]1[CH:25]=[CH:24][C:23]([OH:26])=[CH:22][CH:21]=1>O1CCOCC1.Cl.[Pd].C1(P(C2C=CC=CC=2)C2C=CC=CC=2)C=CC=CC=1.C1(P(C2C=CC=CC=2)C2C=CC=CC=2)C=CC=CC=1.C1(P(C2C=CC=CC=2)C2C=CC=CC=2)C=CC=CC=1.C1(P(C2C=CC=CC=2)C2C=CC=CC=2)C=CC=CC=1>[F:6][C:7]([F:18])([F:17])[C:8]1[CH:9]=[C:10]([C:20]2[CH:25]=[CH:24][C:23]([OH:26])=[CH:22][CH:21]=2)[CH:11]=[CH:12][CH:13]=1 |f:0.1,6.7.8.9.10|. Procedure: An aqueous solution of sodium hydrogen carbonate (6.9 g in 18 mL water, 82 mmol) was added to a stirred solution of 3-trifluoromethylbenzeneboronic acid (7.77 g, 41 mmol) and 4-iodophenol (6.0 g, 30 mmol) in 1,4-dioxane (90 mL). The reaction mixture was degassed, then tetrakis(triphenylphosphine) palladium (0) (1.58 g, 1.36 mmol) was added and the reaction mixture heated at 100° C. for 18 hours. The mixture was diluted with a 2M aqueous solution of HCl and extracted with ethyl acetate (50 mL). T... The reactants are C(C)(=O)Cl (acetylchloride), NC1=NC=CN=C1 (2-amino-pyrazine), C(C)(C)(C)[N+]#[C-] (tert.-butylisonitrile), C(C1=CC=CC=C1)=O (benzaldehyde). Solvent: Cl(=O)(=O)(=O)O (perchloric acid). Yields the product [Cl-].C(C)(=O)[N+]=1C(=C(N2C1C=NC=C2)NC(C)(C)C)C2=CC=CC=C2 (1-acetyl-3-tert-butylamino-2-phenyl-imidazo[1,2-a]-pyrazin-1-ium chloride). RXN SMILES: [NH2:1][C:2]1[CH:7]=[N:6][CH:5]=[CH:4][N:3]=1.[C:8]([N+:12]#[C-:13])([CH3:11])([CH3:10])[CH3:9].[CH:14](=O)[C:15]1[CH:20]=[CH:19][CH:18]=[CH:17][CH:16]=1.[C:22]([Cl:25])(=[O:24])[CH3:23]>Cl(O)(=O)(=O)=O>[Cl-:25].[C:22]([N+:1]1[C:14]([C:15]2[CH:20]=[CH:19][CH:18]=[CH:17][CH:16]=2)=[C:13]([NH:12][C:8]([CH3:11])([CH3:10])[CH3:9])[N:3]2[CH:4]=[CH:5][N:6]=[CH:7][C:2]=12)(=[O:24])[CH3:23] |f:5.6|. Procedure details: Example 2 was carried out in accordance with the general directions for synthesis in process step a) from 1.0 ml (0.1 mmol) 2-amino-pyrazine (0.1 M, DCM), 0.575 ml (0.115 mmol) tert.-butylisonitrile solution (0.2 M, DCM), 0.500 ml (0.15 mmol) benzaldehyde solution (0.3 M, DCM) and 10 μl perchloric acid (w=20%) and in process step c) and d) by reacting the resultant reaction product with 0.4 mmol acetylchloride. Starting materials: C[Mg]Br (Methylmagnesium bromide), ClC=1C(=C2N=C(C(=NC2=CC1Cl)OC)OC)C=O (6,7-dichloro-2,3-dimethoxy-5-formylquinoxaline), [Cl-].[NH4+] (ammonium chloride). Solvent: O1CCCC1 (tetrahydrofuran). Run at time 30 minute. The product is ClC=1C(=C2N=C(C(=NC2=CC1Cl)OC)OC)C(C)O (6,7-dichloro-2,3-dimethoxy-5-(1-hydroxyethyl)quinoxaline). Isolated yield 91.1%. As a reaction SMILES: [CH3:1][Mg]Br.[Cl:4][C:5]1[C:6]([CH:20]=[O:21])=[C:7]2[C:12](=[CH:13][C:14]=1[Cl:15])[N:11]=[C:10]([O:16][CH3:17])[C:9]([O:18][CH3:19])=[N:8]2.[Cl-].[NH4+]>O1CCCC1>[Cl:4][C:5]1[C:6]([CH:20]([OH:21])[CH3:1])=[C:7]2[C:12](=[CH:13][C:14]=1[Cl:15])[N:11]=[C:10]([O:16][CH3:17])[C:9]([O:18][CH3:19])=[N:8]2 |f:2.3|. Reported procedure: Methylmagnesium bromide (2.3 mL, 1M in di-n-butylether, 2.3 mmol) was added to a suspension of 6,7-dichloro-2,3-dimethoxy-5-formylquinoxaline (600 mg, 2.09 mmol) in dry tetrahydrofuran (30 mL) under nitrogen at room temperature. After 30 minutes, saturated ammonium chloride (20 mL) was added, and the product was extracted into ethyl acetate (2×30 mL). The combined extracts were dried (MgSO4) and concentrated under reduced pressure to give 6,7-dichloro-2,3-dimethoxy-5-(1-hydroxyethyl)quinoxaline ... Starting materials: COC=1C=C(CC2NCCC3=CC(=C(C=C23)OC(C)C)OC)C=CC1OC (1-(3,4-Dimethoxy-benzyl)-6-methoxy-7-isopropoxy-1,2,3,4-tetrahydroisoquinoline), BrCC(=O)Br (2-bromoacetyl bromide), NC1C(CC2=CC=CC=C12)C (1-amino-2-methyl-indane). Reported procedure: prepared by reaction of 1-(3,4-Dimethoxy-benzyl)-6-methoxy-7-isopropoxy-1,2,3,4-tetrahydroisoquinoline and 2-bromoacetyl bromide with 1-amino-2-methyl-indane Reaction SMILES: [CH3:1][O:2][C:3]1[CH:4]=[C:5]([CH:23]=[CH:24][C:25]=1[O:26][CH3:27])[CH2:6][CH:7]1[C:16]2[C:11](=[CH:12][C:13]([O:21][CH3:22])=[C:14]([O:17][CH:18]([CH3:20])[CH3:19])[CH:15]=2)[CH2:10][CH2:9][NH:8]1.Br[CH2:29][C:30](Br)=[O:31].[NH2:33][CH:34]1[C:42]2[C:37](=[CH:38][CH:39]=[CH:40][CH:41]=2)[CH2:36][CH:35]1[CH3:43]>>[CH3:1][O:2][C:3]1[CH:4]=[C:5]([CH:23]=[CH:24][C:25]=1[O:26][CH3:27])[CH2:6][CH:7]1[C:16]2[C:11](=[CH:12][C:13]([O:21][CH3:22])=[C:14]([O:17][CH:18]([CH3:20])[CH3:19])[CH:15]=2)[CH2:10][CH2:9][N:8]1[CH2:29][C:30]([NH:33][CH:34]1[C:42]2[C:37](=[CH:38][CH:39]=[CH:40][CH:41]=2)[CH2:36][CH:35]1[CH3:43])=[O:31]. The product is COC=1C=C(CC2N(CCC3=CC(=C(C=C23)OC(C)C)OC)CC(=O)NC2C(CC3=CC=CC=C23)C)C=CC1OC (2-[1-(3,4-Dimethoxy-benzyl)-6-methoxy-7-isopropoxy-3,4-dihydro-1H-isoquinolin-2-yl]-N-(2-methyl-indan-1-yl)-acetamide). Reactants: O=C([O-])[O-], CN(C)C=O, CCOC(C)=O, CN1CCCC1CCCl, Cl, [K+], [K+], O=[N+]([O-])c1ccc2[nH]c(Cc3ccc(OC(F)(F)F)cc3)cc2c1, O. Yields the product CN1CCCC1CCn1c(Cc2ccc(OC(F)(F)F)cc2)cc2cc([N+](=O)[O-])ccc21. As a reaction SMILES: [C:35](=[O:36])([O-:37])[O-:38].[CH3:41][N:42]([CH3:43])[CH:44]=[O:45].[CH3:47][CH2:48][O:49][C:50](=[O:51])[CH3:52].[Cl:26][CH2:27][CH2:28][CH:29]1[N:30]([CH3:34])[CH2:31][CH2:32][CH2:33]1.[ClH:25].[K+:39].[K+:40].[N+:1](=[O:2])([O-:3])[c:4]1[cH:5][c:6]2[cH:7][c:8]([CH2:13][c:14]3[cH:15][cH:16][c:17]([O:20][C:21]([F:22])([F:23])[F:24])[cH:18][cH:19]3)[nH:9][c:10]2[cH:11][cH:12]1.[OH2:46]>>[N+:1](=[O:2])([O-:3])[c:4]1[cH:5][c:6]2[cH:7][c:8]([CH2:13][c:14]3[cH:15][cH:16][c:17]([O:20][C:21]([F:22])([F:23])[F:24])[cH:18][cH:19]3)[n:9]([CH2:27][CH2:28][CH:29]3[N:30]([CH3:34])[CH2:31][CH2:32][CH2:33]3)[c:10]2[cH:11][cH:12]1. Reactants: ClC1=CC=C(C=C1)N1CCN(CC1)C=1N=C(C2=C(N1)CC[S@]2=O)N[C@@H](CO)C(C)C ((R)-2-{(R)-2-[4-(4-chloro-phenyl)-piperazin-1-yl]-5-oxo-6,7-dihydro-5H-5λ4-thieno[3,2-d]pyrimidin-4-ylamino}-3-methyl-butan-1-ol), ClC=1C2=C(N=C(N1)N1CCN(CC1)C1=CC=C(C=C1)Cl)CC[S@]2=O ((R)-4-chloro-2-[4-(4-chloro-phenyl)-piperazin-1-yl]-6,7-dihydro-thieno[3,2-d]pyrimidine-5-oxide), COC([C@H](N)C(C)C)=O (D-valine methyl ester). Product: COC([C@@H](C(C)C)NC=1C2=C(N=C(N1)N1CCN(CC1)C1=CC=C(C=C1)Cl)CC[S@]2=O)=O ((R)-2-{(R)-2-[4-(4-Chloro-phenyl)-piperazin-1-yl]-5-oxo-6,7-dihydro-5H-5λ4-thieno[3,2-d]pyrimidin-4-ylamino}-3-methyl-butyric acid methyl ester). The yield is 85.0%. As a reaction SMILES: ClC1C=CC(N2CCN(C3N=C(N[C@H](C(C)C)CO)C4[S@](=O)CCC=4N=3)CC2)=CC=1.Cl[C:32]1[C:33]2[S@:53](=[O:54])[CH2:52][CH2:51][C:34]=2[N:35]=[C:36]([N:38]2[CH2:43][CH2:42][N:41]([C:44]3[CH:49]=[CH:48][C:47]([Cl:50])=[CH:46][CH:45]=3)[CH2:40][CH2:39]2)[N:37]=1.[CH3:55][O:56][C:57](=[O:63])[C@@H:58]([CH:60]([CH3:62])[CH3:61])[NH2:59]>>[CH3:55][O:56][C:57](=[O:63])[C@H:58]([NH:59][C:32]1[C:33]2[S@:53](=[O:54])[CH2:52][CH2:51][C:34]=2[N:35]=[C:36]([N:38]2[CH2:43][CH2:42][N:41]([C:44]3[CH:45]=[CH:46][C:47]([Cl:50])=[CH:48][CH:49]=3)[CH2:40][CH2:39]2)[N:37]=1)[CH:60]([CH3:62])[CH3:61]. Procedure details: The procedure for the formation of (R)-2-{(R)-2-[4-(4-chloro-phenyl)-piperazin-1-yl]-5-oxo-6,7-dihydro-5H-5λ4-thieno[3,2-d]pyrimidin-4-ylamino}-3-methyl-butan-1-ol (with the exception of omitting the IPA recrystallization) was followed, starting with (R)-4-chloro-2-[4-(4-chloro-phenyl)-piperazin-1-yl]-6,7-dihydro-thieno[3,2-d]pyrimidine-5-oxide and D-valine methyl ester (1.3 equiv). This resulted in the crude product being obtained in 85% yield. 1H NMR (500 MHz, CDCl3) δ 7.18-7.26 (m, 2H), 6.82-... The reactants are CCOC(C)=O, COc1cc(NC(=O)Cc2cccc(C(F)(F)F)c2)ccc1CO. The product is COc1cc(NC(=O)Cc2cccc(C(F)(F)F)c2)ccc1C=O. Reaction SMILES: [CH3:25][CH2:26][O:27][C:28](=[O:29])[CH3:30].[OH:1][CH2:2][c:3]1[c:4]([O:23][CH3:24])[cH:5][c:6]([NH:9][C:10]([CH2:11][c:12]2[cH:13][c:14]([C:18]([F:19])([F:20])[F:21])[cH:15][cH:16][cH:17]2)=[O:22])[cH:7][cH:8]1>>[O:1]=[CH:2][c:3]1[c:4]([O:23][CH3:24])[cH:5][c:6]([NH:9][C:10]([CH2:11][c:12]2[cH:13][c:14]([C:18]([F:19])([F:20])[F:21])[cH:15][cH:16][cH:17]2)=[O:22])[cH:7][cH:8]1.